This data is from the Open Reaction Database (ORD), a public repository of structured organic reaction records. The task is: describe an organic reaction: reactants, conditions, products, and yield Reactants: C(=O)C=1C=C(CO)C=CC1 (3-formylbenzyl alcohol), [O-]CC.[Na+] (sodium ethoxide), [Cl-].S1C=C(C=C1)C=1C=C(C[P+](C2=CC=CC=C2)(C2=CC=CC=C2)C2=CC=CC=C2)C=CC1 (3-(3-thienyl)benzyltriphenylphosphonium chloride). Solvent: C(C)O (ethanol). Run at time 2 hour. Product: S1C=C(C=C1)C=1C=C(C=CC1)C=CC=1C=C(CO)C=CC1 (3-[2-[3-(3-thienyl)-phenyl]ethenyl]benzyl alcohol). The yield is 46.0%. As a reaction SMILES: [Cl-].[S:2]1[CH:6]=[CH:5][C:4]([C:7]2[CH:8]=[C:9]([CH:30]=[CH:31][CH:32]=2)[CH2:10][P+](C2C=CC=CC=2)(C2C=CC=CC=2)C2C=CC=CC=2)=[CH:3]1.[CH:33]([C:35]1[CH:36]=[C:37]([CH:40]=[CH:41][CH:42]=1)[CH2:38]O)=[O:34].[O-]CC.[Na+]>C(O)C>[S:2]1[CH:6]=[CH:5][C:4]([C:7]2[CH:8]=[C:9]([CH:10]=[CH:38][C:37]3[CH:36]=[C:35]([CH:42]=[CH:41][CH:40]=3)[CH2:33][OH:34])[CH:30]=[CH:31][CH:32]=2)=[CH:3]1 |f:0.1,3.4|. Procedure details: 1.21 g of the resulting phosphonium salt was dissolved in 45 ml of ethanol, and 0.35 g of 3-formylbenzyl alcohol and 0.27 g of sodium ethoxide were added. The mixture was stirred at room temperature for 2 hours. The solvent was evaporated under reduced pressure. The residue was distributed between ethyl acetate and water, worked up in a customary manner, and purified by silica gel column chromatography [Wakogel C-300, 100 g; eluting solvent: hexane/ethyl acetate=10/1→5/1] to give 0.34 g (yield 4... The reactants are NC[C@H]1N(CCC[C@H]1C)C(=O)C1=NC(=CC=C1N1N=CC=N1)C (((2S,3R)-2-(aminomethyl)-3-methylpiperidin-1-yl)(6-methyl-3-(2H-1,2,3-triazol-2-yl)pyridin-2-yl)methanone), ClC1=NC=C(C=N1)C(F)(F)F (2-chloro-5-trifluoromethylpyrimidine). Yields the product C[C@H]1[C@H](N(CCC1)C(=O)C1=NC(=CC=C1N1N=CC=N1)C)CNC1=NC=C(C=N1)C(F)(F)F (((2S,3R)-3-Methyl-2-(((5-(trifluoromethyl)pyrimidin-2-yl)amino)methyl)piperidin-1-yl)(6-methyl-3-(2H-1,2,3-triazol-2-yl)pyridin-2-yl)methanone). As a reaction SMILES: [NH2:1][CH2:2][C@@H:3]1[C@H:8]([CH3:9])[CH2:7][CH2:6][CH2:5][N:4]1[C:10]([C:12]1[C:17]([N:18]2[N:22]=[CH:21][CH:20]=[N:19]2)=[CH:16][CH:15]=[C:14]([CH3:23])[N:13]=1)=[O:11].Cl[C:25]1[N:30]=[CH:29][C:28]([C:31]([F:34])([F:33])[F:32])=[CH:27][N:26]=1>>[CH3:9][C@@H:8]1[CH2:7][CH2:6][CH2:5][N:4]([C:10]([C:12]2[C:17]([N:18]3[N:22]=[CH:21][CH:20]=[N:19]3)=[CH:16][CH:15]=[C:14]([CH3:23])[N:13]=2)=[O:11])[C@@H:3]1[CH2:2][NH:1][C:25]1[N:30]=[CH:29][C:28]([C:31]([F:34])([F:33])[F:32])=[CH:27][N:26]=1. Procedure details: The title compound was prepared following the same general protocol as described for Example A1, using ((2S,3R)-2-(aminomethyl)-3-methylpiperidin-1-yl)(6-methyl-3-(2H-1,2,3-triazol-2-yl)pyridin-2-yl)methanone and 2-chloro-5-trifluoromethylpyrimidine. ESI-MS (m/z): 461 [M+1]+. Starting materials: C(CCCCCCCC=CCCCC)(=O)O (9-tetradecenoic acid), C(CCCCCCC=C)(=O)O (8-nonenoic acid), C(CC=CCCCC)(=O)O.C(C=CCCCCC)(=O)O (2-octenoic acid 3-octenoic acid), C(C=CCCCCCC)(=O)O (2-nonenoic acid), C(CC=CCCCCC)(=O)O (3-nonenoic acid). Procedure: 9-tetradecenoic acid; 2-nonenoic acid; 3-nonenoic acid; 8-nonenoic acid; 2-octenoic acid 3-octenoic acid; RXN SMILES: [C:1]([OH:16])(=[O:15])[CH2:2][CH2:3][CH2:4][CH2:5][CH2:6][CH2:7][CH2:8][CH:9]=[CH:10][CH2:11][CH2:12][CH2:13][CH3:14].C(O)(=O)C=CCCCCCC.C(O)(=O)CC=CCCCCC.C(O)(=O)CCCCCCC=C.C(O)(=O)CC=CCCCC.C(O)(=O)C=CCCCCC>>[C:1]([OH:16])(=[O:15])[CH2:2][CH2:3][CH2:4][CH2:5][CH2:6][CH2:7][CH:8]=[CH:9][CH2:10][CH2:11][CH2:12][CH2:13][CH3:14] |f:4.5|. Yields the product C(CCCCCCC=CCCCCC)(=O)O (8-tetradecenoic acid). Reactants: C1CCOC1, CC#N, Clc1nc(Cl)nc(Cl)n1, [Na+], [OH-], O, CC(CN)c1ccccc1. The product is CC(CNc1nc(Cl)nc(Cl)n1)c1ccccc1. RXN SMILES: [CH2:25]1[O:26][CH2:27][CH2:28][CH2:29]1.[CH3:10][C:11]#[N:12].[Cl:1][c:2]1[n:3][c:4]([Cl:5])[n:6][c:7]([Cl:8])[n:9]1.[Na+:24].[OH-:23].[OH2:30].[c:13]1([CH:19]([CH2:20][NH2:21])[CH3:22])[cH:14][cH:15][cH:16][cH:17][cH:18]1>>[c:2]1([NH:21][CH2:20][CH:19]([c:13]2[cH:14][cH:15][cH:16][cH:17][cH:18]2)[CH3:22])[n:3][c:4]([Cl:5])[n:6][c:7]([Cl:8])[n:9]1.